describe an organic reaction: reactants, conditions, products, and yield From a dataset of the Open Reaction Database (ORD), a public repository of structured organic reaction records. Reactants: FC=1C=C2C(=NNC2=CC1)CC(=O)O (2-(5-Fluoro-1H-indazol-3-yl)acetic acid), C(C)O (ethanol). Yields the product FC=1C=C2C(=NNC2=CC1)CC(=O)OCC (ethyl 2-(5-fluoro-1H-indazol-3-yl)acetate). Isolated yield 37.4%. Reaction SMILES: [F:1][C:2]1[CH:3]=[C:4]2[C:8](=[CH:9][CH:10]=1)[NH:7][N:6]=[C:5]2[CH2:11][C:12]([OH:14])=[O:13].[CH2:15](O)[CH3:16]>>[F:1][C:2]1[CH:3]=[C:4]2[C:8](=[CH:9][CH:10]=1)[NH:7][N:6]=[C:5]2[CH2:11][C:12]([O:14][CH2:15][CH3:16])=[O:13]. Procedure: 2-(5-Fluoro-1H-indazol-3-yl)acetic acid (1.12 g, 5.77 mmol) was dissolved in anhydrous ethanol (50 mL) concentrated sulfuric acid (1.5 mL), and heated under reflux for 16 hours. After concentrated under reduce pressure to remove most of ethanol, water (20 mL) was added, and extracted with ethyl acetate. The organic phase was dried over anhydrous sodium sulfate, and concentrated to obtain the product 0.48 g, at a yield of 37.4%. The reactants are FC1=CC2=C(C(=NO2)C2CCN(CC2)CCN2C(N(CC2)C(C)C)=O)C=C1 (1-{2-[4-(6-Fluoro-1,2-benzisoxazol-3-yl)piperid-1-yl]ethyl}-3-isopropylimidazolidin-2-one), FC1=CC2=C(C(=NO2)N2CCNCC2)C=C1 (4-(6-fluoro-1,2-benzisoxazol-3-yl)piperazine). Yields the product FC1=CC2=C(C(=NO2)N2CCN(CC2)CCN2C(N(CC2)C(C)C)=O)C=C1 (1-{2-[4-(6-Fluoro-1,2-benzisoxazol-3-yl)piperazin-1-yl]ethyl}-3-isopropylimidazolidin-2-one). Reaction SMILES: FC1C=CC2C(C3CCN([CH2:15][CH2:16][N:17]4[CH2:21][CH2:20][N:19]([CH:22]([CH3:24])[CH3:23])[C:18]4=[O:25])CC3)=NOC=2C=1.[F:28][C:29]1[CH:43]=[CH:42][C:32]2[C:33]([N:36]3[CH2:41][CH2:40][NH:39][CH2:38][CH2:37]3)=[N:34][O:35][C:31]=2[CH:30]=1>>[F:28][C:29]1[CH:43]=[CH:42][C:32]2[C:33]([N:36]3[CH2:41][CH2:40][N:39]([CH2:15][CH2:16][N:17]4[CH2:21][CH2:20][N:19]([CH:22]([CH3:24])[CH3:23])[C:18]4=[O:25])[CH2:38][CH2:37]3)=[N:34][O:35][C:31]=2[CH:30]=1. Procedure: This product is prepared in the same manner as the compound of Example 1 but using 4-(6-fluoro-1,2-benzisoxazol-3-yl)piperazine instead of 4-(6-fluoro-1,2-benzisoxazol-3-yl)piperidine in Step 1. The title compound so obtained melts at 125°-127° C. Reported procedure: To a solution of (±)-tert-butyl(dimethyl)(3,6,7,8-tetrahydro-2H-indeno[4,5-b]furan-2-ylmethoxy)silane (2.93 g; 9.62 mmol) in tetrahydrofuran (100 mL) cooled to 0° C. was added tetrabutylammonium fluoride (10.6 mL, 1.0 M solution in tetrahydrofuran) and the reaction mixture was allowed to stir at room temperature for 8 h. The reaction mixture was diluted with water (200 mL) and extracted with ethyl acetate (2×150 mL). The combined organic extracts were washed with saturated aqueous sodium chlorid... As a reaction SMILES: C([Si](C)(C)[O:6][CH2:7][CH:8]1[O:12][C:11]2[C:13]3[CH2:14][CH2:15][CH2:16][C:17]=3[CH:18]=[CH:19][C:10]=2[CH2:9]1)(C)(C)C.[F-].C([N+](CCCC)(CCCC)CCCC)CCC>O1CCCC1.O>[O:12]1[CH:8]([CH2:7][OH:6])[CH2:9][C:10]2[CH:19]=[CH:18][C:17]3[CH2:16][CH2:15][CH2:14][C:13]=3[C:11]1=2 |f:1.2|. Conditions: time 8 hour. The yield is 91.3%. Run in O1CCCC1 (tetrahydrofuran), O (water). Yields the product O1C2=C(CC1CO)C=CC=1CCCC12 ((±)-3,6,7,8-tetrahydro-2H-indeno[4,5-b]furan-2-ylmethanol). The reactants are C(C)(C)(C)[Si](OCC1CC2=C(O1)C=1CCCC1C=C2)(C)C ((±)-tert-butyl(dimethyl)(3,6,7,8-tetrahydro-2H-indeno[4,5-b]furan-2-ylmethoxy)silane), [F-].C(CCC)[N+](CCCC)(CCCC)CCCC (tetrabutylammonium fluoride).